Dataset: the Open Reaction Database (ORD), a public repository of structured organic reaction records. Task: describe an organic reaction: reactants, conditions, products, and yield The reactants are C1(CCCC1)C1=C2C(CC(OC2=CC(=C1C(C1=CC=C(C=C1)C(F)(F)F)O)C(C)C)(C)C)=O (rac-5-Cyclopent-1-yl-6-{hydroxy[4-(trifluoromethyl)phenyl]methyl}-7-isopropyl-2,2-dimethyl-2,3-dihydro-4H-chromen-4-one), N[C@H]1[C@H](CC2=CC=CC=C12)O ((1R,2S)-1-aminoindan-2-ol), CO (Methanol). Run in O1CCCC1 (tetrahydrofuran), O1CCCC1 (tetrahydrofuran). Conditions: time 30 minute. Yields the product C1(CCCC1)C1=C2[C@H](CC(OC2=CC(=C1[C@@H](C1=CC=C(C=C1)C(F)(F)F)O)C(C)C)(C)C)O ((4S)-5-cyclopent-1-yl-6-{(R)-hydroxy[4-(trifluoromethyl)phenyl]methyl}-7-isopropyl-2,2-dimethylchroman-4-ol). Reaction SMILES: N[C@@H]1C2C(=CC=CC=2)C[C@@H]1O.[CH:12]1([C:17]2[C:26]([CH:27]([OH:38])[C:28]3[CH:33]=[CH:32][C:31]([C:34]([F:37])([F:36])[F:35])=[CH:30][CH:29]=3)=[C:25]([CH:39]([CH3:41])[CH3:40])[CH:24]=[C:23]3[C:18]=2[C:19](=[O:44])[CH2:20][C:21]([CH3:43])([CH3:42])[O:22]3)[CH2:16][CH2:15][CH2:14][CH2:13]1.CO>O1CCCC1>[CH:12]1([C:17]2[C:26]([C@H:27]([OH:38])[C:28]3[CH:33]=[CH:32][C:31]([C:34]([F:36])([F:37])[F:35])=[CH:30][CH:29]=3)=[C:25]([CH:39]([CH3:40])[CH3:41])[CH:24]=[C:23]3[C:18]=2[C@@H:19]([OH:44])[CH2:20][C:21]([CH3:42])([CH3:43])[O:22]3)[CH2:16][CH2:15][CH2:14][CH2:13]1. Procedure details: 23 μl (130 μmol) of borane/N,N-diethylaniline complex are added to a solution of 0.1 mg (6.7 μmol) of (1R,2S)-1-aminoindan-2-ol in 1.0 ml of tetrahydrofuran, and the mixture is stirred for 30 min. A solution of 15 mg (33 μmol) of 5-cyclopent-1-yl-6-{hydroxy[4-(trifluormethyl)phenyl]methyl}-7-isopropyl-2,2-dimethyl-2,3-dihydro-4H-chromen-4-one (Example 38A) in 1.0 ml of tetrahydrofuran is then added dropwise, and the mixture is stirred for 2 h. Methanol is then added, and the mixture is concentra... Starting materials: C(C1=CC=CC=C1)(=O)NC1[C@@H]2N(C(=C(CS2)CCl)C(=O)OC(C2=CC=CC=C2)C2=CC=CC=C2)C1=O (benzhydryl 7-benzoylamino-3-chloromethyl-3-cephem-4-carboxylate), FC(C(=O)O)(F)F (trifluoroacetic acid), C(C)(C)OC(C)C (diisopropyl ether), CCCCCC (n-hexan). Solvent: ClCCl (dichloromethane), C1(=CC=CC=C1)OC (anisole). Reaction conditions: time 2 hour. The product is C(C1=CC=CC=C1)(=O)NC1[C@@H]2N(C(=C(CS2)CCl)C(=O)O)C1=O (7-benzoylamino-3-chloromethyl-3-cephem-4-carboxylic acid). Reaction SMILES: [C:1]([NH:9][CH:10]1[C:35](=[O:36])[N:12]2[C:13]([C:19]([O:21]C(C3C=CC=CC=3)C3C=CC=CC=3)=[O:20])=[C:14]([CH2:17][Cl:18])[CH2:15][S:16][C@H:11]12)(=[O:8])[C:2]1[CH:7]=[CH:6][CH:5]=[CH:4][CH:3]=1.FC(F)(F)C(O)=O.C(OC(C)C)(C)C.CCCCCC>ClCCl.C1(OC)C=CC=CC=1>[C:1]([NH:9][CH:10]1[C:35](=[O:36])[N:12]2[C:13]([C:19]([OH:21])=[O:20])=[C:14]([CH2:17][Cl:18])[CH2:15][S:16][C@H:11]12)(=[O:8])[C:2]1[CH:7]=[CH:6][CH:5]=[CH:4][CH:3]=1. Reported procedure: To a solution of benzhydryl 7-benzoylamino-3-chloromethyl-3-cephem-4-carboxylate (20 g) in a mixture of dichloromethane (40 ml) and anisole (10 ml) was added trifluoroacetic acid (20 ml) under cooling. After being stirred for two hours at -3°~0° C., the mixture was added dropwise to a mixture of diisopropyl ether (400 ml) and n-hexan (800 ml) at 5° C. The stirring was continued for 15 minutes at the same temperature. The resulting powder was collected by filtration, washed with n-hexan and dried... Reactants: ClC=1C=C(C2=C(N=C(O2)N2CCNCCC2)C1)C (5-Chloro-2-(1-homopiperazinyl)-7-methylbenzoxazole), Cl.C(C)(=O)OCC (hydrochloric acid ethyl acetate). The solvent is C(C)(=O)OCC (ethyl acetate). The product is Cl.ClC=1C=C(C2=C(N=C(O2)N2CCNCCC2)C1)C (5-Chloro-2-(1-homopiperazinyl)-7-methylbenzoxazole hydrochloride). Yield: 212.5%. RXN SMILES: [Cl:1][C:2]1[CH:3]=[C:4]([CH3:18])[C:5]2[O:9][C:8]([N:10]3[CH2:16][CH2:15][CH2:14][NH:13][CH2:12][CH2:11]3)=[N:7][C:6]=2[CH:17]=1.Cl.C(OCC)(=O)C>C(OCC)(=O)C>[ClH:1].[Cl:1][C:2]1[CH:3]=[C:4]([CH3:18])[C:5]2[O:9][C:8]([N:10]3[CH2:16][CH2:15][CH2:14][NH:13][CH2:12][CH2:11]3)=[N:7][C:6]=2[CH:17]=1 |f:1.2,4.5|. Reported procedure: 5-Chloro-2-(1-homopiperazinyl)-7-methylbenzoxazole (12 g) was dissolved in ethyl acetate (200 mL), and the solution was added dropwise with 4 N hydrochloric acid/ethyl acetate (16.9 mL, Kokusan Kagaku Co., Ltd.) at room temperature with stirring. After the addition, the mixture was stirred for 30 minutes with ice cooling, and the produced colorless precipitates were collected by filtration. The precipitates were dried at 35 C.° under reduced pressure for 4 hours to obtain the title compound (14.... Reactants: COc1cccc(-c2cn(C3CCNCC3)c(=O)[nH]2)c1, Cl, O=C(OC1N=C(c2ccccc2)c2ccccc2N(CC(F)(F)F)C1=O)N1CCC(n2cc(-c3ccccc3)[nH]c2=O)CC1. The product is COc1cccc(-c2cn(C3CCN(C(=O)OC4N=C(c5ccccc5)c5ccccc5N(CC(F)(F)F)C4=O)CC3)c(=O)[nH]2)c1. Reaction SMILES: [CH3:46][O:47][c:48]1[cH:49][c:50](-[c:51]2[nH:52][c:53](=[O:54])[n:55]([CH:56]3[CH2:57][CH2:58][NH:59][CH2:60][CH2:61]3)[cH:62]2)[cH:63][cH:64][cH:65]1.[ClH:45].[O:1]=[c:2]1[n:3]([CH:13]2[CH2:14][CH2:15][N:16]([C:19](=[O:20])[O:21][CH:22]3[C:23](=[O:44])[N:24]([CH2:39][C:40]([F:41])([F:42])[F:43])[c:25]4[c:26]([cH:35][cH:36][cH:37][cH:38]4)[C:27]([c:29]4[cH:30][cH:31][cH:32][cH:33][cH:34]4)=[N:28]3)[CH2:17][CH2:18]2)[cH:4][c:5](-[c:7]2[cH:8][cH:9][cH:10][cH:11][cH:12]2)[nH:6]1>>[O:1]=[c:2]1[n:3]([CH:13]2[CH2:14][CH2:15][N:16]([C:19](=[O:20])[O:21][CH:22]3[C:23](=[O:44])[N:24]([CH2:39][C:40]([F:41])([F:42])[F:43])[c:25]4[c:26]([cH:35][cH:36][cH:37][cH:38]4)[C:27]([c:29]4[cH:30][cH:31][cH:32][cH:33][cH:34]4)=[N:28]3)[CH2:17][CH2:18]2)[cH:4][c:5](-[c:7]2[cH:8][c:9]([O:47][CH3:46])[cH:10][cH:11][cH:12]2)[nH:6]1.